From a dataset of the Open Reaction Database (ORD), a public repository of structured organic reaction records. describe an organic reaction: reactants, conditions, products, and yield Reactants: BrC1=CC=C(CN2C(=C(C3=CC=CC=C23)C2C(OC(=C2)C2=C(N(C3=CC=CC=C23)CC2=CC=C(C=C2)Br)C(C)C)=O)C(C)C)C=C1 (3,5-bis[1-(4-bromobenzyl)-2-isopropyl-3-indolyl]-2(3H)-furanone), C(C)N1C(=C(C2=CC=CC=C12)C1(C(OC=C1)=O)C1=C(N(C2=CC=CC=C12)CC)C)C (bis(1-ethyl-2-methyl-3-indolyl)-2(3H)-furanone). The product is BrC1=CC=C(CN2C(=C(C3=CC=CC=C23)C=2C(OC(C2)C2=C(N(C3=CC=CC=C23)CC2=CC=C(C=C2)Br)C(C)C)=O)C(C)C)C=C1 (3,5-bis[1-(4-bromobenzyl)-2-isopropyl-3-indolyl]-2(5H)-furanone). As a reaction SMILES: [Br:1][C:2]1[CH:46]=[CH:45][C:5]([CH2:6][N:7]2[C:15]3[C:10](=[CH:11][CH:12]=[CH:13][CH:14]=3)[C:9]([CH:16]3[CH:20]=[C:19]([C:21]4[C:29]5[C:24](=[CH:25][CH:26]=[CH:27][CH:28]=5)[N:23]([CH2:30][C:31]5[CH:36]=[CH:35][C:34]([Br:37])=[CH:33][CH:32]=5)[C:22]=4[CH:38]([CH3:40])[CH3:39])[O:18][C:17]3=[O:41])=[C:8]2[CH:42]([CH3:44])[CH3:43])=[CH:4][CH:3]=1.C(N1C2C(=CC=CC=2)C(C2(C3C4C(=CC=CC=4)N(CC)C=3C)C=COC2=O)=C1C)C>>[Br:1][C:2]1[CH:46]=[CH:45][C:5]([CH2:6][N:7]2[C:15]3[C:10](=[CH:11][CH:12]=[CH:13][CH:14]=3)[C:9]([C:16]3[C:17](=[O:41])[O:18][CH:19]([C:21]4[C:29]5[C:24](=[CH:25][CH:26]=[CH:27][CH:28]=5)[N:23]([CH2:30][C:31]5[CH:32]=[CH:33][C:34]([Br:37])=[CH:35][CH:36]=5)[C:22]=4[CH:38]([CH3:40])[CH3:39])[CH:20]=3)=[C:8]2[CH:42]([CH3:44])[CH3:43])=[CH:4][CH:3]=1. Procedure: Substituting 3,5-bis[1-(4-bromobenzyl)-2-isopropyl-3-indolyl]-2(3H)-furanone for 3,5L -bis(1-ethyl-2-methyl-3-indolyl)-2(3H)-furanone in the procedure described in part B above in this example, there is obtained 3,5-bis[1-(4-bromobenzyl)-2-isopropyl-3-indolyl]-2(5H)-furanone (Formula IV: R=4-BrC6H4CH2 ; R1 =(CH3)2CH; Y=H).